From a dataset of the Open Reaction Database (ORD), a public repository of structured organic reaction records. describe an organic reaction: reactants, conditions, products, and yield Reactants: ClC1=CC=C(C=N1)CNCC(F)F (N-[(6-chloropyridin-3-yl)methyl]-2,2-difluoroethanamine), OC1=CC(OC1)=S (4-hydroxyfuran-2(5H)-thione). The solvent is C(C)(=O)O (acetic acid). Run at time 14 day. Yields the product ClC1=CC=C(C=N1)CN(C1=CC(OC1)=S)CC(F)F (4-{[(6-chloropyridin-3-yl)methyl](2,2-difluoroethyl)amino}furan-2(5H)-thione). Yield: 29.1%. As a reaction SMILES: [Cl:1][C:2]1[N:7]=[CH:6][C:5]([CH2:8][NH:9][CH2:10][CH:11]([F:13])[F:12])=[CH:4][CH:3]=1.O[C:15]1[CH2:19][O:18][C:17](=[S:20])[CH:16]=1>C(O)(=O)C>[Cl:1][C:2]1[N:7]=[CH:6][C:5]([CH2:8][N:9]([CH2:10][CH:11]([F:13])[F:12])[C:15]2[CH2:19][O:18][C:17](=[S:20])[CH:16]=2)=[CH:4][CH:3]=1. Reported procedure: 105 mg (0.506 mmol) of N-[(6-chloropyridin-3-yl)methyl]-2,2-difluoroethanamine (which can be prepared according to: WO 2007/115644 A1, WO 2008/009360 A2) were added to 20 mg (0.169 mMol) of 4-hydroxyfuran-2(5H)-thione (known from: R. Labruère et al., Synthesis 4163-4166, 2006) in 0.5 ml of acetic acid, and the mixture was stirred at room temperature for 14 days. Concentration under reduced pressure and purification of the residue by preparative HPLC (RP18, CH3CN—H2O) gave 15 mg (yield: 28.8% of ... Starting materials: Cl (hydrochloric acid), C([O-])([O-])=O.[K+].[K+] (Potassium carbonate), ClC1=C(C=CC(=C1)Cl)[N+](=O)[O-] (2,4-dichloronitrobenzene), OC1=NNC(=C1)C (3-hydroxy-5-methylpyrazole). Solvent: CN(C)C=O (DMF). Reaction conditions: time 8 hour. The product is ClC=1C=C(C=CC1[N+](=O)[O-])OC1=NNC(=C1)C (3-(3-chloro-4-nitrophenyloxy)-5-methylpyrazole). The yield is 48.9%. Reaction SMILES: C(=O)([O-])[O-].[K+].[K+].[Cl:7][C:8]1[CH:13]=[C:12](Cl)[CH:11]=[CH:10][C:9]=1[N+:15]([O-:17])=[O:16].[OH:18][C:19]1[CH:23]=[C:22]([CH3:24])[NH:21][N:20]=1.Cl>CN(C=O)C>[Cl:7][C:8]1[CH:13]=[C:12]([O:18][C:19]2[CH:23]=[C:22]([CH3:24])[NH:21][N:20]=2)[CH:11]=[CH:10][C:9]=1[N+:15]([O-:17])=[O:16] |f:0.1.2|. Procedure details: Potassium carbonate (3.52 g, 25.5 mmol) and 2,4-dichloronitrobenzene (9.79 g, 51.0 mmol) were added to a solution of 3-hydroxy-5-methylpyrazole (5.00 g, 51.0 mmol) in DMF (130 ml) at room temperature, and the mixture was stirred at room temperature overnight. After completion of the reaction, the reaction mixture was poured into 1N hydrochloric acid (200 ml) and extracted with ethyl acetate (100 ml×3). An organic layer was washed with water (100 ml×3), dried over anhydrous magnesium sulfate and ... The reactants are Ice water, [OH-].[Na+] (sodium hydroxide), C(C)(C)(C)N1N=CC(=C1C)C(C)=O (1-(1-tert-butyl-5-methyl-1H-pyrazol-4-yl)ethanone), Cl.NO (hydroxylamine hydrochloride), P(=O)(Cl)(Cl)Cl (phosphorus oxychloride), CN(C=O)C (N,N-dimethylformamide). Conditions: time 15 minute. Product: Cl\C(=C/C#N)\C=1C=NNC1C ((2Z)-3-chloro-3-(5-methyl-1H-pyrazol-4-yl)prop-2-enenitrile). Isolated yield 43.5%. As a reaction SMILES: P(Cl)(Cl)(Cl)=O.C([N:10]1[C:14]([CH3:15])=[C:13]([C:16](=O)[CH3:17])[CH:12]=[N:11]1)(C)(C)C.[ClH:19].NO.[OH-].[Na+].C[N:25]([CH3:28])C=O>>[Cl:19]/[C:16](/[C:13]1[CH:12]=[N:11][NH:10][C:14]=1[CH3:15])=[CH:17]\[C:28]#[N:25] |f:2.3,4.5|. Procedure: To N,N-dimethylformamide (12.1 g) was added phosphorus oxychloride (25.4 g) by small portions under ice-cooling, and the mixture was stirred at room temperature for 15 min. Thereto was added 1-(1-tert-butyl-5-methyl-1H-pyrazol-4-yl)ethanone (7.47 g) produced above by small portions under ice-cooling, and the reaction mixture was stirred at 50° C. for 30 min. Thereto was added a powder (11.5 g) of hydroxylamine hydrochloride by small portions at 50° C., and the reaction mixture was stirred at 50°... Procedure: Ethyl 5-methyl-3-oxo-4-hexenoate (1.10 g, 6.56 mmol, 1.1 eq.) obtained in Example 95a) and 4-azido-N-ethylbenzamide (purity 90%, 1.23 g, 5.82 mmol) were dissolved in ethanol (25 ml), sodium ethoxide (550 mg, 7.82 mmol, 1.25 eq.) was added, and the mixture was stirred at room temperature for 30 min and at 50° C. for 10.5 hr. Ethanol was evaporated from the reaction mixture, and the residue was diluted with 2% aqueous sodium carbonate solution (40 ml) and washed with ethyl acetate (40 ml). The org... Run in C(C)O (ethanol). Run at temperature 50 celsius, time 10.5 hour. Isolated yield 78.2%. RXN SMILES: [CH3:1][C:2]([CH3:12])=[CH:3][C:4](=O)[CH2:5][C:6]([O:8]CC)=[O:7].[N:13]([C:16]1[CH:26]=[CH:25][C:19]([C:20]([NH:22][CH2:23][CH3:24])=[O:21])=[CH:18][CH:17]=1)=[N+:14]=[N-:15].[O-]CC.[Na+]>C(O)C>[CH2:23]([NH:22][C:20]([C:19]1[CH:25]=[CH:26][C:16]([N:13]2[C:4]([CH:3]=[C:2]([CH3:1])[CH3:12])=[C:5]([C:6]([OH:8])=[O:7])[N:15]=[N:14]2)=[CH:17][CH:18]=1)=[O:21])[CH3:24] |f:2.3|. The product is C(C)NC(=O)C1=CC=C(C=C1)N1N=NC(=C1C=C(C)C)C(=O)O (1-{4-[(ethylamino)carbonyl]phenyl}-5-(2-methylprop-1-en-1-yl)-1H-1,2,3-triazole-4-carboxylic acid). Reactants: CC(=CC(CC(=O)OCC)=O)C (Ethyl 5-methyl-3-oxo-4-hexenoate), N(=[N+]=[N-])C1=CC=C(C(=O)NCC)C=C1 (4-azido-N-ethylbenzamide), [O-]CC.[Na+] (sodium ethoxide). The reactants are BrCc1ccccc1, C1CCOC1, CC(C)(C)[O-], [K+], CN(C)C=O, O=c1[nH]c2cccc3c2n1CC=C3. Yields the product O=c1n(Cc2ccccc2)c2cccc3c2n1CC=C3. As a reaction SMILES: [Br:25][CH2:26][c:27]1[cH:28][cH:29][cH:30][cH:31][cH:32]1.[CH2:20]1[O:21][CH2:22][CH2:23][CH2:24]1.[CH3:14][C:15]([CH3:16])([O-:17])[CH3:18].[K+:19].[O:33]=[CH:34][N:35]([CH3:36])[CH3:37].[nH:1]1[c:2](=[O:13])[n:3]2[c:12]3[c:7]([cH:8][cH:9][cH:10][c:11]13)[CH:6]=[CH:5][CH2:4]2>>[n:1]1([CH2:26][c:27]2[cH:28][cH:29][cH:30][cH:31][cH:32]2)[c:2](=[O:13])[n:3]2[c:12]3[c:7]([cH:8][cH:9][cH:10][c:11]13)[CH:6]=[CH:5][CH2:4]2. Starting materials: CS(=O)(=O)O, COc1ccc(CC(=O)O)cc1C, Cc1csc(-c2ccc(C(F)(F)F)cc2)c1, [Na+], O=C([O-])O, O=P12OP3(=O)OP(=O)(O1)OP(=O)(O2)O3, O. Yields the product COc1ccc(CC(=O)c2sc(-c3ccc(C(F)(F)F)cc3)cc2C)cc1C. RXN SMILES: [CH3:1][S:2](=[O:3])(=[O:4])[OH:5].[CH3:20][O:21][c:22]1[c:23]([CH3:32])[cH:24][c:25]([CH2:28][C:29](=[O:30])[OH:31])[cH:26][cH:27]1.[CH3:33][c:34]1[cH:35][c:36](-[c:39]2[cH:40][cH:41][c:42]([C:45]([F:46])([F:47])[F:48])[cH:43][cH:44]2)[s:37][cH:38]1.[Na+:53].[O-:49][C:50]([OH:51])=[O:52].[O:6]=[P:7]12[O:8][P:9]3(=[O:19])[O:10][P:11](=[O:17])([O:12][P:13](=[O:16])([O:14]3)[O:15]1)[O:18]2.[OH2:54]>>[CH3:20][O:21][c:22]1[c:23]([CH3:32])[cH:24][c:25]([CH2:28][C:29](=[O:31])[c:38]2[c:34]([CH3:33])[cH:35][c:36](-[c:39]3[cH:40][cH:41][c:42]([C:45]([F:46])([F:47])[F:48])[cH:43][cH:44]3)[s:37]2)[cH:26][cH:27]1. Reactants: COC(=O)NN, CO, COc1ccc(C=C2CCCCC2=O)cc1, c1ccccc1. The product is COC(=O)NN=C1CCCCC1=Cc1ccc(OC)cc1. As a reaction SMILES: [CH3:1][O:2][C:3](=[O:4])[NH:5][NH2:6].[CH3:29][OH:30].[CH3:7][O:8][c:9]1[cH:10][cH:11][c:12]([CH:15]=[C:16]2[C:17](=[O:22])[CH2:18][CH2:19][CH2:20][CH2:21]2)[cH:13][cH:14]1.[cH:23]1[cH:24][cH:25][cH:26][cH:27][cH:28]1>>[CH3:1][O:2][C:3](=[O:4])[NH:5][N:6]=[C:17]1[C:16](=[CH:15][c:12]2[cH:11][cH:10][c:9]([O:8][CH3:7])[cH:14][cH:13]2)[CH2:21][CH2:20][CH2:19][CH2:18]1. Starting materials: CCCC[N+](CCCC)(CCCC)CCCC.[F-] (TBAF), N=1C=NN2C1C=C(C=C2)OC2=C(C=C(C=C2)NC2=NC=NC1=CC=C(C=C21)NC=2OCC(N2)(C)CO[Si](C2=CC=CC=C2)(C2=CC=CC=C2)C(C)(C)C)C (N4-(4-([1,2,4]triazolo[1,5-a]pyridin-7-yloxy)-3-methylphenyl)-N6-(4-((tert-butyldiphenylsilyloxy)methyl)-4-methyl-4,5-dihydrooxazol-2-yl)quinazoline-4,6-diamine). Run in C1CCOC1 (THF). Conditions: time 3 hour. Product: N=1C=NN2C1C=C(C=C2)OC2=C(C=C(C=C2)NC2=NC=NC1=CC=C(C=C21)NC=2OCC(N2)(C)CO)C ((2-(4-(4-([1,2,4]triazolo[1,5-a]pyridin-7-yloxy)-3-methylphenylamino)quinazolin-6-ylamino)-4-methyl-4,5-dihydrooxazol-4-yl)methanol). Reaction SMILES: CCCC[N+](CCCC)(CCCC)CCCC.[F-].[N:19]1[CH:20]=[N:21][N:22]2[CH:27]=[CH:26][C:25]([O:28][C:29]3[CH:34]=[CH:33][C:32]([NH:35][C:36]4[C:45]5[C:40](=[CH:41][CH:42]=[C:43]([NH:46][C:47]6[O:48][CH2:49][C:50]([CH2:53][O:54][Si](C(C)(C)C)(C7C=CC=CC=7)C7C=CC=CC=7)([CH3:52])[N:51]=6)[CH:44]=5)[N:39]=[CH:38][N:37]=4)=[CH:31][C:30]=3[CH3:72])=[CH:24][C:23]=12>C1COCC1>[N:19]1[CH:20]=[N:21][N:22]2[CH:27]=[CH:26][C:25]([O:28][C:29]3[CH:34]=[CH:33][C:32]([NH:35][C:36]4[C:45]5[C:40](=[CH:41][CH:42]=[C:43]([NH:46][C:47]6[O:48][CH2:49][C:50]([CH2:53][OH:54])([CH3:52])[N:51]=6)[CH:44]=5)[N:39]=[CH:38][N:37]=4)=[CH:31][C:30]=3[CH3:72])=[CH:24][C:23]=12 |f:0.1|. Procedure: TBAF (7.799 mmol, 7.79 mL, 1M in THF) was added to a solution of N4-(4-([1,2,4]triazolo[1,5-a]pyridin-7-yloxy)-3-methylphenyl)-N6-(4-((tert-butyldiphenylsilyloxy)methyl)-4-methyl-4,5-dihydrooxazol-2-yl)quinazoline-4,6-diamine (2.866 g, 3.900 mmol) in THF (60 mL). The reaction was stirred for 3 hours and then concentrated. The residue was purified by flash chromatography, eluting with EtOAc/Hex/MeOH 9:1:1 with 0.1% H2O to provide the title compound. MS APCI (+) m/z 497.4 (M+1) detected.